From a dataset of the Open Reaction Database (ORD), a public repository of structured organic reaction records. describe an organic reaction: reactants, conditions, products, and yield The reactants are CCOC(C)=O, C=CCc1c(O)ccc(C(=O)c2ccccc2)c1O. RXN SMILES: [CH3:20][CH2:21][O:22][C:23](=[O:24])[CH3:25].[OH:1][c:2]1[c:3]([C:4](=[O:5])[c:6]2[cH:7][cH:8][cH:9][cH:10][cH:11]2)[cH:12][cH:13][c:14]([OH:19])[c:15]1[CH2:16][CH:17]=[CH2:18]>>[OH:1][c:2]1[c:3]([C:4](=[O:5])[c:6]2[cH:7][cH:8][cH:9][cH:10][cH:11]2)[cH:12][cH:13][c:14]([OH:19])[c:15]1[CH2:16][CH2:17][CH3:18]. Product: CCCc1c(O)ccc(C(=O)c2ccccc2)c1O. Reactants: BrC=1C=C2C=CNC2=CC1 (5-bromo-1H-indole), C(=C)[B-](F)(F)F.[K+] (potassium vinyltrifluoroborate), C(=O)([O-])[O-].[Cs+].[Cs+] (Cs2CO3), C1(=CC=CC=C1)P(C1=CC=CC=C1)C1=CC=CC=C1 (triphenylphosphine). Reagents/catalysts: Cl[Pd]Cl (PdCl2). Run in C1CCOC1.O (THF water). The product is C(=C)C=1C=C2C=CNC2=CC1 (5-Vinyl-1H-indole), material. Yield: 83.0%. As a reaction SMILES: Br[C:2]1[CH:3]=[C:4]2[C:8](=[CH:9][CH:10]=1)[NH:7][CH:6]=[CH:5]2.[CH:11]([B-](F)(F)F)=[CH2:12].[K+].C([O-])([O-])=O.[Cs+].[Cs+].C1(P(C2C=CC=CC=2)C2C=CC=CC=2)C=CC=CC=1>C1COCC1.O.Cl[Pd]Cl>[CH:11]([C:2]1[CH:3]=[C:4]2[C:8](=[CH:9][CH:10]=1)[NH:7][CH:6]=[CH:5]2)=[CH2:12] |f:1.2,3.4.5,7.8|. Procedure: A mixture of 5-bromo-1H-indole (2.5 g, 12.82 mmol), potassium vinyltrifluoroborate (2.57 g, 19.2 mmol), Cs2CO3 (12.53 g, 38.46 mmol) and triphenylphosphine (201 mg, 0.769 mmol) in THF/water (9:1, 75 ml) was degassed with argon for 20 min, then charged with PdCl2 (45.3 mg, 0.256 mmol). The reaction mixture was heated to reflux for 16 h, then cooled to ambient temperature, filtered through celite bed and washed with ethyl acetate. The filtrate was again extracted with ethyl acetate, and the combin... Reactants: BrC1=CC=CC(=N1)C=O (6-bromopicolinaldehyde), FC(C1=C(C=CC(=C1)C(F)(F)F)B(O)O)(F)F (2,4-bis(trifluoromethyl)phenylboronic acid), C([O-])([O-])=O.[Cs+].[Cs+] (cesium carbonate). The solvent is O1CCOCC1 (dioxane). Reaction conditions: temperature 80 celsius. Yields the product FC(C1=C(C=CC(=C1)C(F)(F)F)C1=CC=CC(=N1)C=O)(F)F (6-(2,4-bis(trifluoromethyl)phenyl)picolinaldehyde). As a reaction SMILES: Br[C:2]1[N:7]=[C:6]([CH:8]=[O:9])[CH:5]=[CH:4][CH:3]=1.[F:10][C:11]([F:26])([F:25])[C:12]1[CH:17]=[C:16]([C:18]([F:21])([F:20])[F:19])[CH:15]=[CH:14][C:13]=1B(O)O.C(=O)([O-])[O-].[Cs+].[Cs+]>O1CCOCC1>[F:10][C:11]([F:25])([F:26])[C:12]1[CH:17]=[C:16]([C:18]([F:19])([F:20])[F:21])[CH:15]=[CH:14][C:13]=1[C:2]1[N:7]=[C:6]([CH:8]=[O:9])[CH:5]=[CH:4][CH:3]=1 |f:2.3.4|. Reported procedure: To a solution of 6-bromopicolinaldehyde (1.00 g, 5.38 mmol) in dioxane (30 mL) at ambient temperature was added 2,4-bis(trifluoromethyl)phenylboronic acid (1.38 g, 5.38 mmol), 2M cesium carbonate (8.0 mL, 16 mmol) and 1,1′-bis(diphenylphosphino)ferrocene-palladium(II)dichloride dichloromethane complex (0.220 g, 0.269 mmol). The mixture was degassed (3× vacuum/purge N2), then heated at 80° C. overnight. The mixture was cooled to room temperature and concentrated and the residue then partitioned b... The reactants are ClCCl, Cc1cc([N+](=O)[O-])c(NC(C)C(=O)Cl)c([N+](=O)[O-])c1, CNO, CC(=O)[O-], Cl, [Na+], O. The product is Cc1cc([N+](=O)[O-])c(NC(C)C(=O)N(C)O)c([N+](=O)[O-])c1. As a reaction SMILES: [CH2:29]([Cl:30])[Cl:31].[CH3:1][c:2]1[cH:3][c:4]([N+:17](=[O:18])[O-:19])[c:5]([NH:6][CH:7]([C:8](=[O:9])[Cl:10])[CH3:11])[c:12]([N+:14](=[O:15])[O-:16])[cH:13]1.[CH3:21][NH:22][OH:23].[CH3:25][C:26](=[O:27])[O-:28].[ClH:20].[Na+:24].[OH2:32]>>[CH3:1][c:2]1[cH:3][c:4]([N+:17](=[O:18])[O-:19])[c:5]([NH:6][CH:7]([C:8](=[O:9])[N:22]([CH3:21])[OH:23])[CH3:11])[c:12]([N+:14](=[O:15])[O-:16])[cH:13]1. Reactants: COC(C1=C(C=C(C=C1)Cl)NC(=O)OC(C)(C)C)=O (2-tert-butoxycarbonylamino-4-chloro-benzoic acid methyl ester), C(=O)([O-])[O-].[Cs+].[Cs+] (Cs2CO3), BrCCCC(=O)OC (methyl 4-bromobutyrate). Run in CN(C)C=O (DMF), C(C)(=O)OCC (ethyl acetate), O (water), CN(C)C=O (DMF). Reaction conditions: temperature 55 celsius. Yields the product COC(C1=C(C=C(C=C1)Cl)N(CCCC(=O)OC)C(=O)OC(C)(C)C)=O (2-[tert-Butoxycarbonyl-(3-methoxycarbonyl-propyl)-amino]-4-chloro-benzoic acid methyl ester). RXN SMILES: Br[CH2:2][CH2:3][CH2:4][C:5]([O:7][CH3:8])=[O:6].[CH3:9][O:10][C:11](=[O:27])[C:12]1[CH:17]=[CH:16][C:15]([Cl:18])=[CH:14][C:13]=1[NH:19][C:20]([O:22][C:23]([CH3:26])([CH3:25])[CH3:24])=[O:21].C([O-])([O-])=O.[Cs+].[Cs+]>CN(C=O)C.C(OCC)(=O)C.O>[CH3:9][O:10][C:11](=[O:27])[C:12]1[CH:17]=[CH:16][C:15]([Cl:18])=[CH:14][C:13]=1[N:19]([C:20]([O:22][C:23]([CH3:24])([CH3:26])[CH3:25])=[O:21])[CH2:2][CH2:3][CH2:4][C:5]([O:7][CH3:8])=[O:6] |f:2.3.4|. Reported procedure: Add methyl 4-bromobutyrate (54.4 mL, 0.437 mol) to a mixture of 2-tert-butoxycarbonylamino-4-chloro-benzoic acid methyl ester (96.15 g, 0.337 mol) and Cs2CO3 (274.10 g, 0.841 mol) in DMF (1.3 L). Heat the suspension at 55° C. overnight. Remove DMF under vacuum. Dilute the organics with ethyl acetate (1.5 L) and water (1.5 L). Separate the organic layer and extract the aqueous with ethyl acetate (2×0.5 L). Combine the organics and wash with half saturated potassium bicarbonate (1 L), water (2×0.5... Starting materials: C(#N)N=C(NC1CCCC2=CC=CC=C12)SC (N'-cyano-N-(1,2,3,4-tetrahydro-1-naphthyl)-S-methylisothiourea), C(CC)N (n-propylamine). Solvent: C(C)#N (acetonitrile). Run at time 20 hour. The product is C(#N)N=C(NCCC)NC1CCCC2=CC=CC=C12 (N"-cyano-N-n-propyl-N'-(1,2,3,4-tetrahydro-1-naphthyl)guanidine). Reaction SMILES: [C:1]([N:3]=[C:4](SC)[NH:5][CH:6]1[C:15]2[C:10](=[CH:11][CH:12]=[CH:13][CH:14]=2)[CH2:9][CH2:8][CH2:7]1)#[N:2].[CH2:18]([NH2:21])[CH2:19][CH3:20]>C(#N)C>[C:1]([N:3]=[C:4]([NH:5][CH:6]1[C:15]2[C:10](=[CH:11][CH:12]=[CH:13][CH:14]=2)[CH2:9][CH2:8][CH2:7]1)[NH:21][CH2:18][CH2:19][CH3:20])#[N:2]. Reported procedure: A solution of 12.3 g of N'-cyano-N-(1,2,3,4-tetrahydro-1-naphthyl)-S-methylisothiourea and 16 ml of n-propylamine in 100 ml of acetonitrile was heated at reflux with stirring for 20 hours. The reaction mixture was then allowed to stand in a refrigerator to give 8.63 g of N"-cyano-N-n-propyl-N'-(1,2,3,4-tetrahydro-1-naphthyl)guanidine as a white, crystalline solid, mp 130.5°-131.5° C. A further quantity of the product was obtained by the concentration and subsequent cooling of the mother liquor.